This data is from the Open Reaction Database (ORD), a public repository of structured organic reaction records. The task is: describe an organic reaction: reactants, conditions, products, and yield Reactants: FC(C(=O)O)(C(C(C(C(C(F)(F)F)(F)F)(F)F)(F)F)(F)F)F (Perfluoroheptanoic acid), 113, II (iodine), II (iodine), FF (fluorine). The product is FC(C(C(C(C(C(F)(F)F)(F)F)(F)F)(F)F)(F)F)(F)I (perfluorohexyl iodide). Yield: 13.0%. RXN SMILES: [F:1][C:2]([F:22])([C:6]([F:21])([F:20])[C:7]([F:19])([F:18])[C:8]([F:17])([F:16])[C:9]([F:15])([F:14])[C:10]([F:13])([F:12])[F:11])C(O)=O.FF.[I:25]I>>[F:1][C:2]([I:25])([F:22])[C:6]([F:21])([F:20])[C:7]([F:19])([F:18])[C:8]([F:17])([F:16])[C:9]([F:15])([F:14])[C:10]([F:13])([F:12])[F:11]. Procedure details: Perfluoroheptanoic acid 9.5 g (0.026 mole), iodine 4.0 g (0.016 mole) and Freon 113 (500 ml) were mixed and treated with approximately 33% fluorine diluted with nitrogen until the color due to iodine disappeared. The mixture was washed with water containing a small amount of sodium thiosulfite and dried over magnesium sulfate. 1.5 g (13% yield) of perfluorohexyl iodide was obtained. The reactants are CS(=O)(=O)O (methanesulfonic acid), N=1C=C(N2C1C=CC=C2)C2=C(C(NC2=O)=O)C2=NCCN1C3=C2C=C(C=C3CC1C(=O)N1CCCCC1)F (7-(2,5-dihydro-4-imidazo[1,2-a]pyridine-3-yl-2,5-dioxo-1H-pyrrol-3-yl)-9-fluoro-1,2,3,4-tetrahydro-2-(1-piperidinyl-carbonyl)-pyrrolo[3,2,1-jk][1,4]benzodiazepine), C(C)(C)O (isopropanol). Solvent: CO (methanol), CO (methanol). Reaction conditions: temperature 64 celsius, time 15 minute. Yields the product CS(=O)(=O)O.N=1C=C(N2C1C=CC=C2)C2=C(C(NC2=O)=O)C2=NCCN1C3=C2C=C(C=C3CC1C(=O)N1CCCCC1)F (7-(2,5-dihydro-4-imidazo[1,2-a]pyridine-3-yl-2,5-dioxo-1H-pyrrol-3-yl)-9-fluoro-1,2,3,4-tetrahydro-2-(1-piperidinyl-carbonyl)-pyrrolo[3,2,1-jk][1,4]benzodiazepine methanesulfonate). Isolated yield 80.5%. Reaction SMILES: [N:1]1[CH:2]=[C:3]([C:10]2[C:14](=[O:15])[NH:13][C:12](=[O:16])[C:11]=2[C:17]2[C:23]3[CH:24]=[C:25]([F:38])[CH:26]=[C:27]4[CH2:28][CH:29]([C:30]([N:32]5[CH2:37][CH2:36][CH2:35][CH2:34][CH2:33]5)=[O:31])[N:21]([C:22]=34)[CH2:20][CH2:19][N:18]=2)[N:4]2[CH:9]=[CH:8][CH:7]=[CH:6][C:5]=12.[CH3:39][S:40]([OH:43])(=[O:42])=[O:41].C(O)(C)C>CO>[CH3:39][S:40]([OH:43])(=[O:42])=[O:41].[N:1]1[CH:2]=[C:3]([C:10]2[C:14](=[O:15])[NH:13][C:12](=[O:16])[C:11]=2[C:17]2[C:23]3[CH:24]=[C:25]([F:38])[CH:26]=[C:27]4[CH2:28][CH:29]([C:30]([N:32]5[CH2:33][CH2:34][CH2:35][CH2:36][CH2:37]5)=[O:31])[N:21]([C:22]=34)[CH2:20][CH2:19][N:18]=2)[N:4]2[CH:9]=[CH:8][CH:7]=[CH:6][C:5]=12 |f:4.5|. Procedure details: Heat a slurry of 7-(2,5-dihydro-4-imidazo[1,2-a]pyridine-3-yl-2,5-dioxo-1H-pyrrol-3-yl)-9-fluoro-1,2,3,4-tetrahydro-2-(1-piperidinyl-carbonyl)-pyrrolo[3,2,1-jk][1,4]benzodiazepine (500 mg, 0.976 mmol) in methanol (2.5 mL) to 64° C. Add a solution of methanesulfonic acid (64 μL, 0.976 mmol) in methanol (1.0 mL) over 5 minutes. Stir the mixture at 64° C. for 15 minutes and then add isopropanol (5.0 mL) over 30 minutes. Allow the resulting slurry to cool to room temperature over 1 hour and then sti... Conditions: time 10 minute. RXN SMILES: Br[C:2]1[C:7]2[CH:8]=[C:9]([C:12]([F:15])([F:14])[F:13])[CH:10]=[CH:11][C:6]=2[O:5][C:4]([CH2:18][F:19])([CH2:16][F:17])[CH:3]=1.C([Li])CCC.[CH3:25][O:26][C:27](=[S:30])OC.[Cl-].[NH4+]>COC(C)(C)C>[F:17][CH2:16][C:4]1([CH2:18][F:19])[CH:3]=[C:2]([C:27](=[S:30])[O:26][CH3:25])[C:7]2[CH:8]=[C:9]([C:12]([F:15])([F:14])[F:13])[CH:10]=[CH:11][C:6]=2[O:5]1 |f:3.4|. Reactants: [Cl-].[NH4+] (ammonium chloride), BrC1=CC(OC2=C1C=C(C=C2)C(F)(F)F)(CF)CF (4-bromo-2,2-bis(fluoromethyl)-6-trifluoromethyl-2H-1-benzopyran), COC(OC)=S (dimethoxycarbon sulfide), C(CCC)[Li] (n-butyllithium). The yield is 56.2%. Reported procedure: An amount (65 mg) of 4-bromo-2,2-bis(fluoromethyl)-6-trifluoromethyl-2H-1-benzopyran was dissolved in t-butyl methyl ether (2 ml); to the solution, 1.69 M n-butyllithium (0.11 ml) was added at −70° C. under a nitrogen atmosphere and the mixture was stirred for 10 minutes. Then, dimethoxycarbon sulfide (39 mg) was slowly added dropwise to the reaction mixture, which was stirred for 30 minutes at −70° C. To the reaction mixture, a saturated aqueous solution of ammonium chloride was added, followed... Product: FCC1(OC2=C(C(=C1)C(OC)=S)C=C(C=C2)C(F)(F)F)CF (O-methyl 2,2-bis(fluoromethyl)-6-trifluoromethyl-2H-1-benzopyran-4-carbothioate). The solvent is COC(C)(C)C (t-butyl methyl ether).